Dataset: the Open Reaction Database (ORD), a public repository of structured organic reaction records. Task: describe an organic reaction: reactants, conditions, products, and yield The reactants are ClC1=CC=C(COC(=O)N2[C@H](C(=O)O)CCC2)C=C1 (p-chlorobenzyloxycarbonyl-L-proline), ClC(=O)OCC(C)C (isobutyl chloroformate), CN1CCOCC1 (N-methylmorpholine), N[C@@H](C(C)C)CO (L-valinol), anhydride. Yields the product ClC1=CC=C(COC(=O)N2[C@H](C(=O)N[C@@H](C(C)C)CO)CCC2)C=C1 (N-(p-chlorobenzyloxycarbonyl)-L-prolyl-L-valinol). Reaction SMILES: [Cl:1][C:2]1[CH:19]=[CH:18][C:5]([CH2:6][O:7][C:8]([N:10]2[CH2:17][CH2:16][CH2:15][C@H:11]2[C:12]([OH:14])=O)=[O:9])=[CH:4][CH:3]=1.ClC(OCC(C)C)=O.CN1CCOCC1.[NH2:35][C@H:36]([CH2:40][OH:41])[CH:37]([CH3:39])[CH3:38]>>[Cl:1][C:2]1[CH:3]=[CH:4][C:5]([CH2:6][O:7][C:8]([N:10]2[CH2:17][CH2:16][CH2:15][C@H:11]2[C:12]([NH:35][C@H:36]([CH2:40][OH:41])[CH:37]([CH3:39])[CH3:38])=[O:14])=[O:9])=[CH:18][CH:19]=1. Reported procedure: The subject compound was prepared from 0.85 g (2.98 mmol) p-chlorobenzyloxycarbonyl-L-proline, 0.41 g (2.98 mmol) isobutyl chloroformate, 0.30 g (2.97 mmol) N-methylmorpholine, and 0.31 g (2.98 mmol) L-valinol, substantially according to the mixed anhydride procedure described in Example 1. N-(p-chlorobenzyloxycarbonyl)-L-prolyl-L-valinol obtained after recrystallization from ethyl acetate/n-hexane melted at 143°-144.5°. Reaction SMILES: [CH3:21][C:22]#[N:23].[CH3:24][OH:25].[CH3:27][CH2:28][O:29][C:30](=[O:31])[CH3:32].[Cl:1][c:2]1[cH:3][c:4]([NH2:5])[cH:6][c:7]([Cl:10])[c:8]1[Cl:9].[I-:16].[K+:15].[N:11]([O-:12])=[O:13].[NH2:17][C:18](=[O:19])[NH2:20].[Na+:14].[OH2:26]>>[Cl:1][c:2]1[cH:3][c:4]([I:16])[cH:6][c:7]([Cl:10])[c:8]1[Cl:9]. The reactants are CC#N, CO, CCOC(C)=O, Nc1cc(Cl)c(Cl)c(Cl)c1, [I-], [K+], O=N[O-], NC(N)=O, [Na+], O. Product: Clc1cc(I)cc(Cl)c1Cl. The reactants are CNC([C@H](C(C)(C)C)NC(=O)OC(C)(C)C)=O ((2S)-2-tert-butoxycarbonylamino-3,3-dimethylbutanoic acid methylamide), FC(C(=O)O)(F)F (trifluoroacetic acid). The solvent is ClCCl (dichloromethane). Reaction conditions: temperature 25 celsius, time 18 hour. Product: CNC([C@H](C(C)(C)C)N)=O ((2S)-2-Amino-3,3-dimethylbutanoic acid methylamide). Yield: 54.1%. Reaction SMILES: [CH3:1][NH:2][C:3](=[O:17])[C@@H:4]([NH:9]C(OC(C)(C)C)=O)[C:5]([CH3:8])([CH3:7])[CH3:6].FC(F)(F)C(O)=O>ClCCl>[CH3:1][NH:2][C:3](=[O:17])[C@@H:4]([NH2:9])[C:5]([CH3:8])([CH3:7])[CH3:6]. Reported procedure: To a solution of (2S)-2-tert-butoxycarbonylamino-3,3-dimethylbutanoic acid methylamide (126 g, 519 mmol) in dichloromethane (320 mL) cooled at 0° C. is added trifluoroacetic acid (320 mL). The resulting solution is allowed to warm to 25° C. and is stirred for 18 h. The reaction mixture is concentrated, brought to pH=10 with 2 M sodium hydroxide, and extracted with 4:1 dichloromethane/isopropanol (1000 mL). The organic layer is washed with saturated aqueous sodium chloride, dried over anhydrous m... The reactants are CSc1nc2ccc(Oc3ccnc4ccccc34)cc2s1, ClCCl, [Na+], [Na+], O=C(OO)c1cccc(Cl)c1, O=S([O-])([O-])=S. Yields the product CS(=O)c1nc2ccc(Oc3ccnc4ccccc34)cc2s1. Reaction SMILES: [CH3:1][S:2][c:3]1[s:4][c:5]2[c:6]([n:7]1)[cH:8][cH:9][c:10]([O:12][c:13]1[cH:14][cH:15][n:16][c:17]3[cH:18][cH:19][cH:20][cH:21][c:22]13)[cH:11]2.[Cl:41][CH2:42][Cl:43].[Na+:39].[Na+:40].[OH:23][O:24][C:25]([c:26]1[cH:27][c:28]([Cl:29])[cH:30][cH:31][cH:32]1)=[O:33].[S:34]([O-:35])([O-:36])(=[O:37])=[S:38]>>[CH3:1][S:2]([c:3]1[s:4][c:5]2[c:6]([n:7]1)[cH:8][cH:9][c:10]([O:12][c:13]1[cH:14][cH:15][n:16][c:17]3[cH:18][cH:19][cH:20][cH:21][c:22]13)[cH:11]2)=[O:23].